From a dataset of the Open Reaction Database (ORD), a public repository of structured organic reaction records. describe an organic reaction: reactants, conditions, products, and yield Isolated yield 54.3%. Reaction conditions: time 1 hour. Reactants: C(C1=CC=CC=C1)OC=1C=CC(=C2C=CC=[N+](C12)[O-])CO (8-(Benzyloxy)-5-(hydroxymethyl)quinoline N-oxide), [Cr](=O)(=O)([O-])Cl.[NH+]1=CC=CC=C1 (pyridinium chlorochromate). Run in C(Cl)Cl (methylene chloride). Reaction SMILES: [CH2:1]([O:8][C:9]1[CH:10]=[CH:11][C:12]([CH2:20][OH:21])=[C:13]2[C:18]=1[N+:17]([O-:19])=[CH:16][CH:15]=[CH:14]2)[C:2]1[CH:7]=[CH:6][CH:5]=[CH:4][CH:3]=1.[Cr](Cl)([O-])(=O)=O.[NH+]1C=CC=CC=1>C(Cl)Cl>[CH2:1]([O:8][C:9]1[C:18]2[N+:17]([O-:19])=[CH:16][CH:15]=[CH:14][C:13]=2[C:12]([CH:20]=[O:21])=[CH:11][CH:10]=1)[C:2]1[CH:7]=[CH:6][CH:5]=[CH:4][CH:3]=1 |f:1.2|. Product: C(C1=CC=CC=C1)OC1=CC=C(C=2C=CC=[N+](C12)[O-])C=O (8-(Benzyloxy)quinoline-5-carboxaldehyde N-Oxide). Procedure details: 8-(Benzyloxy)-5-(hydroxymethyl)quinoline N-oxide (3) (0.5 g, 1.78 mmol) was added to a solution of pyridinium chlorochromate (0.42 g, 1.95 mmol) in methylene chloride (10 ml) and the solution was stirred for 1 h, then TLC indicated that the reaction was completed. The solution was then washed with water, dried over Na2SO4, and evaporated. The residue was passed through a short silica gel column using dichloromethane-methanol mixture (100:3) to elute the product. Evaporation gave a yellow solid (... Starting materials: C(C)(=O)OC[C@H](CC1=CC=C(C=C1)OCC#CC)NC(=O)OC(C)(C)C ((S)-2-tert-Butoxycarbonylamino-3-(4-but-2-ynyloxy-phenyl)-propyl acetate), Cl.C(C)(=O)OCC (hydrogen chloride ethyl acetate). Reaction conditions: time 3 hour. Product: Cl.C(C)(=O)OC[C@H](CC1=CC=C(C=C1)OCC#CC)N ((S)-2-Amino-3-(4-but-2-ynyloxy-phenyl)-propyl acetate hydrochloride). Reaction SMILES: [C:1]([O:4][CH2:5][C@@H:6]([NH:19]C(OC(C)(C)C)=O)[CH2:7][C:8]1[CH:13]=[CH:12][C:11]([O:14][CH2:15][C:16]#[C:17][CH3:18])=[CH:10][CH:9]=1)(=[O:3])[CH3:2].[ClH:27].C(OCC)(=O)C>>[ClH:27].[C:1]([O:4][CH2:5][C@@H:6]([NH2:19])[CH2:7][C:8]1[CH:9]=[CH:10][C:11]([O:14][CH2:15][C:16]#[C:17][CH3:18])=[CH:12][CH:13]=1)(=[O:3])[CH3:2] |f:1.2,3.4|. Procedure: (S)-2-tert-Butoxycarbonylamino-3-(4-but-2-ynyloxy-phenyl)-propyl acetate was dissolved in a solution (3.0 mL) of 1 M hydrogen chloride/ethyl acetate, and the mixture was stirred at room temperature for 3 hours. The reaction mixture was then concentrated under reduced pressure to obtain the title compound. Reactants: C(C)(C)(C)OC(=O)N1CC2CC(=C(C(C1)N2C(=O)OC(C)(C)C)C(N(CC2=C(C(=CC=C2)OC)C)C2CC2)=O)C2=CN=C(S2)OCCO[Si](C)(C)C(C)(C)C (7-{2-[2-(tert-Butyldimethylsilanyloxy)ethoxy]thiazol-5-yl}-6-[cyclo-propyl-(3-methoxy-2-methylbenzyl)carbamoyl]-3,9-diazabicyclo[3.3.1]non-6-ene-3,9-dicarboxylic acid di-tert-butyl ester), C1(=CC=C(C=C1)S(=O)(=O)O)C (para-toluenesulfonic acid), C(=O)([O-])[O-].[Na+].[Na+] (Na2CO3). Run in CO (MeOH). Run at time 30 minute. Yields the product C(C)(C)(C)OC(=O)N1CC2CC(=C(C(C1)N2C(=O)OC(C)(C)C)C(N(CC2=C(C(=CC=C2)OC)C)C2CC2)=O)C2=CN=C(S2)OCCO (6-[Cyclopropyl-(3-methoxy-2-methylbenzyl)carbamoyl]-7-[2-(2-hydroxyethoxy)thiazol-5-yl]-3,9-diazabicyclo[3.3.1]non-6-ene-3,9-dicarboxylic acid di-tert-butyl ester). As a reaction SMILES: [C:1]([O:5][C:6]([N:8]1[CH2:15][CH:14]2[N:16]([C:17]([O:19][C:20]([CH3:23])([CH3:22])[CH3:21])=[O:18])[CH:10]([CH2:11][C:12]([C:40]3[S:44][C:43]([O:45][CH2:46][CH2:47][O:48][Si](C(C)(C)C)(C)C)=[N:42][CH:41]=3)=[C:13]2[C:24](=[O:39])[N:25]([CH:36]2[CH2:38][CH2:37]2)[CH2:26][C:27]2[CH:32]=[CH:31][CH:30]=[C:29]([O:33][CH3:34])[C:28]=2[CH3:35])[CH2:9]1)=[O:7])([CH3:4])([CH3:3])[CH3:2].C1(C)C=CC(S(O)(=O)=O)=CC=1.C([O-])([O-])=O.[Na+].[Na+]>CO>[C:1]([O:5][C:6]([N:8]1[CH2:15][CH:14]2[N:16]([C:17]([O:19][C:20]([CH3:22])([CH3:21])[CH3:23])=[O:18])[CH:10]([CH2:11][C:12]([C:40]3[S:44][C:43]([O:45][CH2:46][CH2:47][OH:48])=[N:42][CH:41]=3)=[C:13]2[C:24](=[O:39])[N:25]([CH:36]2[CH2:37][CH2:38]2)[CH2:26][C:27]2[CH:32]=[CH:31][CH:30]=[C:29]([O:33][CH3:34])[C:28]=2[CH3:35])[CH2:9]1)=[O:7])([CH3:2])([CH3:3])[CH3:4] |f:2.3.4|. Procedure details: A sol. of compound E7 (3.55 mmol; 2.84 g) in MeOH (35.5 mL) was treated with para-toluenesulfonic acid (3.91 mmol; 0.74 g), and the mixture was stirred at rt for 30 min. 10% aq. Na2CO3 (20 mL) was added, and the solvents were partially removed under reduced pressure. The resulting suspension was extracted with EtOAc (200 mL), washed with 10% aq. Na2CO3 (100 mL), sat. aq. NaHCO3 (100 mL), and brine (100 mL). The org. extracts were dried over MgSO4, filtered, and the solvents were removed under re... The reactants are BrC1=NN(C2=CC=CC(=C12)[N+](=O)[O-])CC=1C(N(C=CC1)C)=O (3-((3-Bromo-4-nitro-1H-indazol-1-yl)methyl)-1-methylpyridin-2(1H)-one), C1(CC1)B(O)O (cyclopropylboronic acid), C([O-])([O-])=O.[K+].[K+] (potassium carbonate). The reagents and catalysts are C(C)(=O)[O-].[Pd+2].C(C)(=O)[O-] (palladium acetate), C1(CCCCC1)P(C1=C(C=CC=C1)C1=C(C(=CC=C1OC)S(=O)(=O)[O-])OC)C1CCCCC1.[Na+] (sodium 2′-(dicyclohexylphosphino)-2,6-dimethoxybiphenyl-3-sulfonate). Run in C1COCCO1.O (4-dioxane water). The product is C1(CC1)C1=NN(C2=CC=CC(=C12)[N+](=O)[O-])CC=1C(N(C=CC1)C)=O (3-((-cyclopropyl-4-nitro-1H-indazol-1-yl)methyl)-1-methylpyridine-2(1H)-one). Isolated yield 83.8%. Reaction SMILES: Br[C:2]1[C:10]2[C:5](=[CH:6][CH:7]=[CH:8][C:9]=2[N+:11]([O-:13])=[O:12])[N:4]([CH2:14][C:15]2[C:16](=[O:22])[N:17]([CH3:21])[CH:18]=[CH:19][CH:20]=2)[N:3]=1.[CH:23]1(B(O)O)[CH2:25][CH2:24]1.C(=O)([O-])[O-].[K+].[K+]>C([O-])(=O)C.[Pd+2].C([O-])(=O)C.C1(P(C2CCCCC2)C2C=CC=CC=2C2C(OC)=CC=C(S([O-])(=O)=O)C=2OC)CCCCC1.[Na+].C1OCCOC1.O>[CH:23]1([C:2]2[C:10]3[C:5](=[CH:6][CH:7]=[CH:8][C:9]=3[N+:11]([O-:13])=[O:12])[N:4]([CH2:14][C:15]3[C:16](=[O:22])[N:17]([CH3:21])[CH:18]=[CH:19][CH:20]=3)[N:3]=2)[CH2:25][CH2:24]1 |f:2.3.4,5.6.7,8.9,10.11|. Procedure details: To a 50 mL pear shaped flask was added 4-dioxane/water (3.2 mL/0.6 mL). The flask was cooled in an ice/water bath before applying vacuum for 20 minutes. 3-((3-Bromo-4-nitro-1H-indazol-1-yl)methyl)-1-methylpyridin-2(1H)-one (0.55 g, 1.52 mmol), cyclopropylboronic acid (0.33 g, 3.79 mmol), sodium 2′-(dicyclohexylphosphino)-2,6-dimethoxybiphenyl-3-sulfonate (0.047 g, 0.091 mmol), palladium acetate (0.01 g, 0.4 mmol), and potassium carbonate (0.84 g, 6.07 mmol) were combined in a 25 mL round bottom ...